Task: describe an organic reaction: reactants, conditions, products, and yield. Dataset: the Open Reaction Database (ORD), a public repository of structured organic reaction records Reactants: C=C(C)C1CCC(C)=C1CCC(=O)O, COC(OC)N(C)C, c1ccccc1. The product is C=C(C)C1CCC(C)=C1CCC(=O)OC. As a reaction SMILES: [C:1](=[O:2])([OH:3])[CH2:4][CH2:5][C:6]1=[C:7]([CH3:14])[CH2:8][CH2:9][CH:10]1[C:11](=[CH2:12])[CH3:13].[CH3:15][O:16][CH:17]([O:18][CH3:19])[N:20]([CH3:21])[CH3:22].[cH:23]1[cH:24][cH:25][cH:26][cH:27][cH:28]1>>[C:1](=[O:2])([O:3][CH3:15])[CH2:4][CH2:5][C:6]1=[C:7]([CH3:14])[CH2:8][CH2:9][CH:10]1[C:11](=[CH2:12])[CH3:13]. Reactants: ClC=1C(=CC2=C(SC(=C2)C=O)C1Cl)O (6,7-dichloro-2-formyl-5-hydroxybenzo[b]thiophene), [BH4-].[Na+] (sodium borohydride), [Cl-].[Na+] (sodium chloride). Solvent: C(C)O (ethanol). Run at time 20 minute. Yields the product ClC=1C(=CC2=C(SC(=C2)CO)C1Cl)O (6,7-dichloro-5-hydroxy-2-hydroxymethylbenzo[b]thiophene). The yield is 74.4%. As a reaction SMILES: [Cl:1][C:2]1[C:3]([OH:14])=[CH:4][C:5]2[CH:9]=[C:8]([CH:10]=[O:11])[S:7][C:6]=2[C:12]=1[Cl:13].[BH4-].[Na+].[Cl-].[Na+]>C(O)C>[Cl:1][C:2]1[C:3]([OH:14])=[CH:4][C:5]2[CH:9]=[C:8]([CH2:10][OH:11])[S:7][C:6]=2[C:12]=1[Cl:13] |f:1.2,3.4|. Procedure: To a solution of 6.0 g of 6,7-dichloro-2-formyl-5-hydroxybenzo[b]thiophene and 300 ml of 90% ethanol is added portionwise 1.5 g of sodium borohydride. The reaction mixture is stirred at room temperature for 20 min. Saturated sodium chloride solution is added and the mixture is extracted three times with ethyl acetate:ether (1:1). The combined organic extracts are washed with saturated sodium chloride solution, dried over anhydrous magnesium sulfate and evaporated to give 4.5 g of 6,7-dichloro-5-... Starting materials: C1N2CN3CN1CN(C2)C3 (methenamine), FC1=C(C=C(C(CBr)=O)C=C1)C(F)(F)F (4-fluoro-3-(trifluoromethyl)phenacyl bromide), C(C)(=O)OCC (ethyl acetate), C(C)O (ethanol), Cl (hydrogen chloride). Conditions: time 8 hour. The product is Cl.NCC(=O)C1=CC(=C(C=C1)F)C(F)(F)F (2-Amino-1-(4-fluoro-3-trifluoromethyl-phenyl)-ethanone hydrochloride). Yield: 100.0%. RXN SMILES: C1N2CN3[CH2:10][N:4](C2)CN1C3.[F:11][C:12]1[CH:21]=[CH:20][C:15]([C:16](=[O:19])CBr)=[CH:14][C:13]=1[C:22]([F:25])([F:24])[F:23].C(OCC)(=O)C.C(O)C.[ClH:35]>>[ClH:35].[NH2:4][CH2:10][C:16]([C:15]1[CH:20]=[CH:21][C:12]([F:11])=[C:13]([C:22]([F:25])([F:23])[F:24])[CH:14]=1)=[O:19] |f:5.6|. Procedure details: Add methenamine (1.10 equiv; 231.55 mmoles; 32.46 g) to a solution of 4-fluoro-3-(trifluoromethyl)phenacyl bromide (60.00 g 1.00 equiv; 210.50 mmoles) in ethyl acetate (450 mL; 4.60 moles). Stir the mixture at room temperature overnight. Remove the solvent in vacuo and triturate the solid in MTBE. Filter and dry under reduced pressure. Add ethanol (450 mL; 7.73 moles), followed by hydrogen chloride (150 mL; 8.30 equiv; 1.75 moles) and stir the mixture at room temperature overnight. Remove the so... Starting materials: O=C(O)c1cccc(CS(=O)(=O)C=C2CN(C(c3ccc(Cl)cc3)c3ccc(Cl)cc3)C2)c1, ClCCl, NCCCN1CCOCC1. The product is O=C(NCCCN1CCOCC1)c1cccc(CS(=O)(=O)C=C2CN(C(c3ccc(Cl)cc3)c3ccc(Cl)cc3)C2)c1. Reaction SMILES: [Cl:11][c:12]1[cH:13][cH:14][c:15]([CH:18]([N:19]2[CH2:20][C:21](=[CH:23][S:24](=[O:25])(=[O:26])[CH2:27][c:28]3[cH:29][c:30]([C:31](=[O:32])[OH:33])[cH:34][cH:35][cH:36]3)[CH2:22]2)[c:37]2[cH:38][cH:39][c:40]([Cl:43])[cH:41][cH:42]2)[cH:16][cH:17]1.[Cl:44][CH2:45][Cl:46].[NH2:1][CH2:2][CH2:3][CH2:4][N:5]1[CH2:6][CH2:7][O:8][CH2:9][CH2:10]1>>[NH:1]([CH2:2][CH2:3][CH2:4][N:5]1[CH2:6][CH2:7][O:8][CH2:9][CH2:10]1)[C:31]([c:30]1[cH:29][c:28]([CH2:27][S:24]([CH:23]=[C:21]2[CH2:20][N:19]([CH:18]([c:15]3[cH:14][cH:13][c:12]([Cl:11])[cH:17][cH:16]3)[c:37]3[cH:38][cH:39][c:40]([Cl:43])[cH:41][cH:42]3)[CH2:22]2)(=[O:25])=[O:26])[cH:36][cH:35][cH:34]1)=[O:32]. Reactants: ClC=1C=C(C(=C(C1)F)F)[N+](=O)[O-] (5-chloro-1,2-difluoro-3-nitrobenzene), O.O.[Sn](Cl)Cl (tin(II) dichloride dihydrate), S(=O)(=O)([O-])[O-].[Na+].[Na+] (sodium sulfate). Run in C(C)(=O)O (acetic acid). Reaction conditions: time 1.25 hour. Product: ClC=1C=C(C(=C(N)C1)F)F (5-chloro-2,3-difluoroaniline), oil. The yield is 66.7%. As a reaction SMILES: [Cl:1][C:2]1[CH:3]=[C:4]([N+:10]([O-])=O)[C:5]([F:9])=[C:6]([F:8])[CH:7]=1.O.O.[Sn](Cl)Cl.S([O-])([O-])(=O)=O.[Na+].[Na+]>C(O)(=O)C>[Cl:1][C:2]1[CH:7]=[C:6]([F:8])[C:5]([F:9])=[C:4]([CH:3]=1)[NH2:10] |f:1.2.3,4.5.6|. Reported procedure: To a solution of 5-chloro-1,2-difluoro-3-nitrobenzene (1.62 g, 8.4 mmol) in acetic acid (30 mL) was added tin(II) dichloride dihydrate (11.4 g, 50.4 mmol). The mixture was stirred for 1.25 h at rt, and then the acetic acid was removed in vacuo. The residue was transferred to a 500-mL Erlenmeyer flask in a minimal amount of ethyl acetate. The resulting suspension was then diluted with approximately 200 mL of ether, and then the flask was placed into an ice bath. To the vigorously stirring mixture...